From a dataset of the Open Reaction Database (ORD), a public repository of structured organic reaction records. describe an organic reaction: reactants, conditions, products, and yield The reactants are BrC1CCCCC1 (bromo-cyclohexane), C(=O)([O-])[O-].[K+].[K+] (K2CO3), BrC=1C=C(C=O)C=CC1O (3-Bromo-4-hydroxy-benzaldehyde), BrC1CCCCC1 (bromo-cyclohexane), C(=O)([O-])[O-].[K+].[K+] (K2CO3). Run in CN(C)C=O (DMF). Run at temperature 90 celsius. The product is BrC=1C=C(C=O)C=CC1OC1CCCCC1 (3-bromo-4-cyclohexyloxy-benzaldehyde). Yield: 38.4%. As a reaction SMILES: [Br:1][C:2]1[CH:3]=[C:4]([CH:7]=[CH:8][C:9]=1[OH:10])[CH:5]=[O:6].Br[CH:12]1[CH2:17][CH2:16][CH2:15][CH2:14][CH2:13]1.C([O-])([O-])=O.[K+].[K+]>CN(C=O)C>[Br:1][C:2]1[CH:3]=[C:4]([CH:7]=[CH:8][C:9]=1[O:10][CH:12]1[CH2:17][CH2:16][CH2:15][CH2:14][CH2:13]1)[CH:5]=[O:6] |f:2.3.4|. Reported procedure: 3-Bromo-4-hydroxy-benzaldehyde (24.8 mmol, 5.0 g), bromo-cyclohexane (37.3 mmol, 6.08 g) and K2CO3 (37.3 mmol, 5.15 g) were suspended in DMF (15 mL) and stirred over night at 90° C. The mixture was cooled to room temperature, and bromo-cyclohexane (36.8 mmol, 6.0 g) and K2CO3 (36.2 mmol, 5.0 g) were added stirred at 90° C. for another 24 h. The mixture was cooled and filtered. The filtrate was extracted with ethyl acetate. The organic layer was washed with 1.0 N NaOH (200 mL), water, and brine, ... Reactants: ClC1=C(C=CC(=C1)Cl)C1=NC(=NC=C1N1C=NC=C1)CCN (4-(2,4-dichlorophenyl)-5-imidazol-1-ylpyrimidin-2-ylethylamine), ClC1=CC=C(C(=N1)NC(C)=O)[N+](=O)[O-] (N-(6-chloro-3-nitro-2-pyridyl)acetamide), ClC1=C(C=CC(=C1)Cl)C1=NC(=NC=C1C=1NC=CN1)NCCNC1=NC(=C(C=C1)[N+](=O)[O-])OC ([4-(2,4-dichlorophenyl)-5-imidazol-2-ylpyrimidin-2-yl]{2-[(6-methoxy-5-nitro(2-pyridyl))amino]-ethyl}amine). Yields the product ClC1=C(C=CC(=C1)Cl)C1=NC(=NC=C1C=1NC=CN1)NCCNC1=CC=C(C(=N1)NC(C)=O)[N+](=O)[O-] (N-{6-[(2-{[4-(2,4-dichlorophenyl)-5-imidazolylpyrimidin-2-yl]amino}ethyl)-amino]-3-nitro-2-pyridyl}acetamide). Reaction SMILES: ClC1C=C(Cl)C=CC=1C1C(N2C=CN=C2)=CN=C(CCN)N=1.Cl[C:24]1[N:29]=[C:28]([NH:30][C:31](=[O:33])[CH3:32])[C:27]([N+:34]([O-:36])=[O:35])=[CH:26][CH:25]=1.[Cl:37][C:38]1[CH:43]=[C:42]([Cl:44])[CH:41]=[CH:40][C:39]=1[C:45]1[C:50]([C:51]2[NH:52][CH:53]=[CH:54][N:55]=2)=[CH:49][N:48]=[C:47]([NH:56][CH2:57][CH2:58][NH:59]C2C=CC([N+]([O-])=O)=C(OC)N=2)[N:46]=1>>[Cl:37][C:38]1[CH:43]=[C:42]([Cl:44])[CH:41]=[CH:40][C:39]=1[C:45]1[C:50]([C:51]2[NH:55][CH:54]=[CH:53][N:52]=2)=[CH:49][N:48]=[C:47]([NH:56][CH2:57][CH2:58][NH:59][C:24]2[N:29]=[C:28]([NH:30][C:31](=[O:33])[CH3:32])[C:27]([N+:34]([O-:36])=[O:35])=[CH:26][CH:25]=2)[N:46]=1. Procedure: N-{6-[(2-{[4-(2,4-dichlorophenyl)-5-imidazolylpyrimidin-2-yl]amino}ethyl)-amino]-3-nitro-2-pyridyl}acetamide was prepared from [4-(2,4-dichlorophenyl)-5-imidazol-1-ylpyrimidin-2-ylethylamine and N-(6-chloro-3-nitro-2-pyridyl)acetamide in accordance with the procedure described above for the preparation of [4-(2,4-dichlorophenyl)-5-imidazol-2-ylpyrimidin-2-yl]{2-[(6-methoxy-5-nitro(2-pyridyl))amino]-ethyl}amine.